describe an organic reaction: reactants, conditions, products, and yield From a dataset of the Open Reaction Database (ORD), a public repository of structured organic reaction records. Starting materials: CN(C1=CC=CC=C1)C (N,N-dimethylaniline), [O-]C1=CC=CC=C1.[K+] (potassium phenoxide), [PH2](=O)O (hypophosphorous acid), cyclic ethers, benzoyl, aryl-diazonium, F[B-](F)(F)F.ClC1=CC=C(C=C1)[N+]#N (4-chlorobenzenediazonium tetrafluoroborate), cyclic ether, diazonium salts, CN(C1=CC=CC=C1)C (N,N-dimethylaniline), cyclic ethers, cyclic ether, cyclic ether, diazonium salts. Solvent: ClCCl (dichloromethane), C(Cl)(Cl)Cl (chloroform). Conditions: time 24 hour. Product: ClC1=CC=C(C=C1)N=NC1=CC=C(C=C1)N(C)C (4-chloro-4'-(N,N-dimethylamino)-azobenzene). Isolated yield 95.0%. As a reaction SMILES: [CH3:1][N:2]([CH3:9])[C:3]1[CH:8]=[CH:7][CH:6]=[CH:5][CH:4]=1.[O-]C1C=CC=CC=1.[K+].[PH2](O)=O.F[B-](F)(F)F.[Cl:26][C:27]1[CH:32]=[CH:31][C:30]([N+:33]#[N:34])=[CH:29][CH:28]=1>ClCCl.C(Cl)(Cl)Cl>[Cl:26][C:27]1[CH:32]=[CH:31][C:30]([N:33]=[N:34][C:6]2[CH:7]=[CH:8][C:3]([N:2]([CH3:9])[CH3:1])=[CH:4][CH:5]=2)=[CH:29][CH:28]=1 |f:1.2,4.5|. Procedure: The ability of the cyclic ethers to solubilize salts were determined as follows. The cyclic ether (~90 mg) was dissolved in 0.4 ml. of chloroform and its 100 MHz pmr spectrum recorded. Excess salt (3 to 4 moles per mole of cyclic ether) was shaken with this solution which was then filtered, and the pmr spectrum again taken. The relative number of moles of the cyclic ether to the dissolved salt were determined (±5%) by integrating the appropriate signals of the protons of the cycle vs those of th...